Dataset: the Open Reaction Database (ORD), a public repository of structured organic reaction records. Task: describe an organic reaction: reactants, conditions, products, and yield Conditions: temperature 110 celsius, time 1 hour. Reaction SMILES: Br[C:2]1[C:3]([NH:25][CH3:26])=[N:4][C:5]([NH:8][C:9]2[CH:14]=[CH:13][C:12]([C:15]([N:17]3[CH2:22][CH2:21][O:20][CH2:19][CH2:18]3)=[O:16])=[CH:11][C:10]=2[O:23][CH3:24])=[N:6][CH:7]=1.C([Sn](CCCC)(CCCC)[CH:32]=[CH:33][O:34]CC)CCC>C1(C)C=CC=CC=1.C1C=CC([P]([Pd]([P](C2C=CC=CC=2)(C2C=CC=CC=2)C2C=CC=CC=2)([P](C2C=CC=CC=2)(C2C=CC=CC=2)C2C=CC=CC=2)[P](C2C=CC=CC=2)(C2C=CC=CC=2)C2C=CC=CC=2)(C2C=CC=CC=2)C2C=CC=CC=2)=CC=1>[CH3:24][O:23][C:10]1[CH:11]=[C:12]([C:15]([N:17]2[CH2:22][CH2:21][O:20][CH2:19][CH2:18]2)=[O:16])[CH:13]=[CH:14][C:9]=1[NH:8][C:5]1[N:4]=[C:3]([NH:25][CH3:26])[C:2]([C:33](=[O:34])[CH3:32])=[CH:7][N:6]=1 |^1:55,57,76,95|. Reagents/catalysts: C=1C=CC(=CC1)[P](C=2C=CC=CC2)(C=3C=CC=CC3)[Pd]([P](C=4C=CC=CC4)(C=5C=CC=CC5)C=6C=CC=CC6)([P](C=7C=CC=CC7)(C=8C=CC=CC8)C=9C=CC=CC9)[P](C=1C=CC=CC1)(C=1C=CC=CC1)C=1C=CC=CC1 (Pd(PPh3)4). Yields the product COC1=C(C=CC(=C1)C(=O)N1CCOCC1)NC1=NC=C(C(=N1)NC)C(C)=O (1-{2-[2-Methoxy-4-(morpholine-4-carbonyl)-phenylamino]-4-methylamino-pyrimidin-5-yl}-ethanone). Procedure details: A mixture of (4-(5-bromo-4-(methylamino)pyrimidin-2-ylamino)-3-methoxyphenyl)(morpholino)methanone (100 mg, 0.24 mmol), Pd(PPh3)4 (36 mg, 0.03 mmol) and tributylethoxyvinyltin (0.16 mL, 0.47 mmol) in toluene was stirred in a sealed tube at 110° C. for 1 hour. The reaction mix was filtered and concentrated. The reaction mixture was filtered through a pad of silica gel (eluted with 0-100% EtOAc in heptane) to give the crude product. Purification of the crude product was achieved by reverse phase H... Starting materials: BrC=1C(=NC(=NC1)NC1=C(C=C(C=C1)C(=O)N1CCOCC1)OC)NC ((4-(5-bromo-4-(methylamino)pyrimidin-2-ylamino)-3-methoxyphenyl)(morpholino)methanone), C(CCC)[Sn](C=COCC)(CCCC)CCCC (tributylethoxyvinyltin). Run in C1(=CC=CC=C1)C (toluene). The reactants are C(C1=CC=CC=C1)Cl (benzyl chloride), C(C)(C)N(CC)C(C)C (Diisopropylethylamine), S1N=C(C=N1)OC[C@H]1CN(C(O1)=O)C1=CC(=C(C=C1)N1[C@@H]2CN([C@H](C1)C2)CC2=CC=CC=C2)F (5(R)-1,2,5-Thiadiazol-3-yloxymethyl-3-(4-[(1S)(4S)-2-benzyl-2,5-diazabicyclo{2,2,1}heptan-5-yl]-3-fluorophenyl)oxazolidin-2-one), C(N)([O-])=O (carbamate), CCCC(C)C (isohexane). The solvent is CO (MeOH), ClCCl (dichloromethane). Reaction conditions: temperature 5 celsius, time 2 hour. Product: Cl.S1N=C(C=N1)OC[C@H]1CN(C(O1)=O)C1=CC(=C(C=C1)N1[C@@H]2CN[C@H](C1)C2)F (5(R)-1,2,5-Thiadiazol-3-yloxymethyl-3-(4-[(1S)(4S)-2,5-diazabicyclo{2,2,1}heptan-5-yl]-3-fluorophenyl)oxazolidin-2-one hydrochloride). Isolated yield 63.0%. Reaction SMILES: C(N(C(C)C)CC)(C)C.[S:10]1[N:14]=[CH:13][C:12]([O:15][CH2:16][C@@H:17]2[O:21][C:20](=[O:22])[N:19]([C:23]3[CH:28]=[CH:27][C:26]([N:29]4[CH2:34][C@@H:33]5[CH2:35][C@H:30]4[CH2:31][N:32]5CC4C=CC=CC=4)=[C:25]([F:43])[CH:24]=3)[CH2:18]2)=[N:11]1.C(=O)([O-])N.C([Cl:55])C1C=CC=CC=1.CCCC(C)C>ClCCl.CO>[ClH:55].[S:10]1[N:14]=[CH:13][C:12]([O:15][CH2:16][C@@H:17]2[O:21][C:20](=[O:22])[N:19]([C:23]3[CH:28]=[CH:27][C:26]([N:29]4[CH2:34][C@@H:33]5[CH2:35][C@H:30]4[CH2:31][NH:32]5)=[C:25]([F:43])[CH:24]=3)[CH2:18]2)=[N:11]1 |f:7.8|. Procedure details: Diisopropylethylamine (52 mg, 0.4 mmol) was added dropwise to a stirred solution at 5° C. under nitrogen of 5(R)-1,2,5-Thiadiazol-3-yloxymethyl-3-(4-[(1S)(4S)-2-benzyl-2,5-diazabicyclo{2,2,1}heptan-5-yl]-3-fluorophenyl)oxazolidin-2-one (0.65 g, 1.35 mmol) in dichloromethane (10 ml), followed by 1-chloroethyl chlorofornate (0.19 ml, 1.76 mmol). The mixture was stirred at 5° C. for 2 hours and the interrnediate carbamate was freed from benzyl chloride by trituration with three portions of isohexan... Reactants: CC(C)Cc1ccc(C(Br)c2ccc(CC(C)C)cc2)cc1, CN(C)C=O, CCOC(C)=O, Cl, [H-], [Na+], C1CCOC1, O=C(O)CCCn1cc(C(=O)c2cccc(O)c2)c2ccccc21. Yields the product CC(C)Cc1ccc(C(Oc2cccc(C(=O)c3cn(CCCC(=O)O)c4ccccc34)c2)c2ccc(CC(C)C)cc2)cc1. As a reaction SMILES: [CH2:27]([CH:28]([CH3:29])[CH3:30])[c:31]1[cH:32][cH:33][c:34]([CH:37]([Br:38])[c:39]2[cH:40][cH:41][c:42]([CH2:45][CH:46]([CH3:47])[CH3:48])[cH:43][cH:44]2)[cH:35][cH:36]1.[CH3:50][N:51]([CH3:52])[CH:53]=[O:54].[CH3:60][CH2:61][O:62][C:63](=[O:64])[CH3:65].[ClH:49].[H-:25].[Na+:26].[O:55]1[CH2:56][CH2:57][CH2:58][CH2:59]1.[OH:1][c:2]1[cH:3][c:4]([C:5](=[O:6])[c:7]2[cH:8][n:9]([CH2:16][CH2:17][CH2:18][C:19](=[O:20])[OH:21])[c:10]3[cH:11][cH:12][cH:13][cH:14][c:15]23)[cH:22][cH:23][cH:24]1>>[O:1]([c:2]1[cH:3][c:4]([C:5](=[O:6])[c:7]2[cH:8][n:9]([CH2:16][CH2:17][CH2:18][C:19](=[O:20])[OH:21])[c:10]3[cH:11][cH:12][cH:13][cH:14][c:15]23)[cH:22][cH:23][cH:24]1)[CH:37]([c:34]1[cH:33][cH:32][c:31]([CH2:27][CH:28]([CH3:29])[CH3:30])[cH:36][cH:35]1)[c:39]1[cH:40][cH:41][c:42]([CH2:45][CH:46]([CH3:47])[CH3:48])[cH:43][cH:44]1. Starting materials: CCOC(=O)CBr, O=C([O-])[O-], CC(C)=O, Oc1ccc(-c2nn3c(NC4CCCC4)cccc3c2-c2ccnc(NC3CCCC3)n2)cc1, [K+], [K+], O. Yields the product CCOC(=O)COc1ccc(-c2nn3c(NC4CCCC4)cccc3c2-c2ccnc(NC3CCCC3)n2)cc1. As a reaction SMILES: [Br:35][CH2:36][C:37](=[O:38])[O:39][CH2:40][CH3:41].[C:42](=[O:43])([O-:44])[O-:45].[CH3:49][C:50](=[O:51])[CH3:52].[CH:1]1([NH:6][c:7]2[cH:8][cH:9][cH:10][c:11]3[n:12]2[n:13][c:14](-[c:28]2[cH:29][cH:30][c:31]([OH:34])[cH:32][cH:33]2)[c:15]3-[c:16]2[n:17][c:18]([NH:22][CH:23]3[CH2:24][CH2:25][CH2:26][CH2:27]3)[n:19][cH:20][cH:21]2)[CH2:2][CH2:3][CH2:4][CH2:5]1.[K+:46].[K+:47].[OH2:48]>>[CH:1]1([NH:6][c:7]2[cH:8][cH:9][cH:10][c:11]3[n:12]2[n:13][c:14](-[c:28]2[cH:29][cH:30][c:31]([O:34][CH2:36][C:37](=[O:38])[O:39][CH2:40][CH3:41])[cH:32][cH:33]2)[c:15]3-[c:16]2[n:17][c:18]([NH:22][CH:23]3[CH2:24][CH2:25][CH2:26][CH2:27]3)[n:19][cH:20][cH:21]2)[CH2:2][CH2:3][CH2:4][CH2:5]1. The reactants are N1(CCCC1)C1=NC=C(C=C1[N+](=O)[O-])[N+](=O)[O-] (2-(pyrrolidin-1-yl)-3,5-dinitropyridine), C(C)(=O)OC(C)=O (acetic anhydride), ice. Reagents/catalysts: [Cl-].[Zn+2].[Cl-] (zinc chloride), [Cl-].[Zn+2].[Cl-] (zinc chloride). Product: C(C)(=O)OC1CCN2C1=NC=1C2=NC=C(C1)[N+](=O)[O-] (3-Nitro-7,8-dihydro-6H-pyrrolo[2′,1′:2,3]imidazo[4,5-b]pyridin-6-yl acetate). As a reaction SMILES: [N:1]1([C:6]2[C:11]([N+:12]([O-])=O)=[CH:10][C:9]([N+:15]([O-:17])=[O:16])=[CH:8][N:7]=2)[CH2:5][CH2:4][CH2:3][CH2:2]1.[C:18]([O:21]C(=O)C)(=[O:20])[CH3:19]>[Cl-].[Zn+2].[Cl-]>[C:18]([O:21][CH:4]1[C:5]2=[N:12][C:11]3[C:6](=[N:7][CH:8]=[C:9]([N+:15]([O-:17])=[O:16])[CH:10]=3)[N:1]2[CH2:2][CH2:3]1)(=[O:20])[CH3:19] |f:2.3.4|. Reported procedure: A mixture of 1 g (4.2 mmol) of 2-(pyrrolidin-1-yl)-3,5-dinitropyridine (Org. & Biomol. Chem. 2003, 1(6), 1004-1011) and 0.584 g (4.2 mmol) of zinc chloride in 10 ml of acetic anhydride is heated at reflux for six hours. After this time a further 0.584 g (4.2 mmol) of zinc chloride are added and the stirring at reflux is maintained for eighteen hours. After this time the mixture is poured onto 100 g of ice and then extracted with three times 50 ml of ethyl acetate. The organic phases are combined... The reactants are NC1=C(OC2=C1C(=C(C=C2)OC)Cl)C(C=CC=2N=C(SC2)C(C)C)=O (1-(3-amino-4-chloro-5-methoxy-benzofuran-2-yl)-3-(2-isopropyl-thiazol-4-yl)-2-propen-1-one), O (water). The solvent is CC(=O)O (AcOH), OP(=O)(O)O (H3PO4). The product is ClC1=C(C=CC2=C1C=1NC(CC(C1O2)=O)C=2N=C(SC2)C(C)C)OC (9-chloro-2-(2-isopropyl-thiazol-4-yl)-8-methoxy-2,3-dihydro-benzofuro[3,2-b]pyridin-4(1H)-one). Yield: 108.4%. RXN SMILES: [NH2:1][C:2]1[C:6]2[C:7]([Cl:13])=[C:8]([O:11][CH3:12])[CH:9]=[CH:10][C:5]=2[O:4][C:3]=1[C:14](=[O:25])[CH:15]=[CH:16][C:17]1[N:18]=[C:19]([CH:22]([CH3:24])[CH3:23])[S:20][CH:21]=1.O>CC(O)=O.OP(O)(O)=O>[Cl:13][C:7]1[C:6]2[C:2]3[NH:1][CH:16]([C:17]4[N:18]=[C:19]([CH:22]([CH3:23])[CH3:24])[S:20][CH:21]=4)[CH2:15][C:14](=[O:25])[C:3]=3[O:4][C:5]=2[CH:10]=[CH:9][C:8]=1[O:11][CH3:12]. Reported procedure: 10A (9.96 g, 26.43 mmol) was dissolved in AcOH (50 mL) and H3PO4 (50 mL). The solution was refluxed for 2 hours. TLC monitored the reaction. After the reaction completed, the reaction mixture was cooled to room temperature and poured into water (200 mL) The brown precipitates were collected by filtration and dried to give product 10B (10.8 g), which was used for the next step directly. Reactants: ice water, COC1=NC(=NC(=C1)OC)C1(OC(C=2C1=NC=CC2C2=CC=CC=C2)=O)O (7-(4,6-dimethoxypyrimidin-2-yl)-7-hydroxy-4-phenylfuro[3,4-b]pyridin-5(7H)one), C(C1=CC=CC=C1)Br (benzyl bromide), C([O-])([O-])=O.[K+].[K+] (potassium carbonate). The solvent is CN(C=O)C (N,N-dimethylformamide). Product: COC1=NC(=NC(=C1)OC)C(=O)C1=C(C(=O)OCC2=CC=CC=C2)C(=CC=N1)C1=CC=CC=C1 (benzyl 2-(4,6-dimethoxypyrimidin-2-ylcarbonyl)-4-phenylnicotinate). Yield: 81.6%. RXN SMILES: [CH3:1][O:2][C:3]1[CH:8]=[C:7]([O:9][CH3:10])[N:6]=[C:5]([C:11]2([OH:27])[C:15]3=[N:16][CH:17]=[CH:18][C:19]([C:20]4[CH:25]=[CH:24][CH:23]=[CH:22][CH:21]=4)=[C:14]3[C:13](=[O:26])[O:12]2)[N:4]=1.C(=O)([O-])[O-].[K+].[K+].[CH2:34](Br)[C:35]1[CH:40]=[CH:39][CH:38]=[CH:37][CH:36]=1>CN(C)C=O>[CH3:10][O:9][C:7]1[CH:8]=[C:3]([O:2][CH3:1])[N:4]=[C:5]([C:11]([C:15]2[N:16]=[CH:17][CH:18]=[C:19]([C:20]3[CH:25]=[CH:24][CH:23]=[CH:22][CH:21]=3)[C:14]=2[C:13]([O:26][CH2:34][C:35]2[CH:40]=[CH:39][CH:38]=[CH:37][CH:36]=2)=[O:12])=[O:27])[N:6]=1 |f:1.2.3|. Procedure details: 0.5 g of 7-(4,6-dimethoxypyrimidin-2-yl)-7-hydroxy-4-phenylfuro[3,4-b]pyridin-5(7H)one was dissolved in 10 ml of N,N-dimethylformamide, and 0.2 g of potassium carbonate was added thereto. Then, the reaction solution was stirred sufficiently. 0.23 g of benzyl bromide was added dropwise to the reaction solution at room temperature, and the reaction solution was stirred for one day. The reaction solution was poured into ice water and extracted with ethyl acetate. The extract was sufficiently washed... Starting materials: ClC1=CC=C(C=C1)S(=O)(=O)N (4-chloro-benzenesulfonamide), FC1=C(C=CC(=C1)F)B(O)O (2,4-difluorophenylboronic acid), C(=O)([O-])[O-].[K+].[K+] (K2CO3). The reagents and catalysts are CC(=O)[O-].CC(=O)[O-].[Pd+2] (Pd(OAc)2), C1(CCCCC1)P(C1=C(C=CC=C1)C1=C(C(=CC=C1OC)S(=O)(=O)[O-])OC)C1CCCCC1.[Na+] (sodium 2-dicyclohexylphosphino-2′,6′-dimethoxybiphenyl-3′-sulfonate). Run in O (water). The product is FC1=C(C=CC(=C1)F)C1=CC=C(C=C1)S(=O)(=O)N (2′,4′-difluoro-biphenyl-4-sulfonic acid amide). Isolated yield 95.8%. As a reaction SMILES: Cl[C:2]1[CH:7]=[CH:6][C:5]([S:8]([NH2:11])(=[O:10])=[O:9])=[CH:4][CH:3]=1.[F:12][C:13]1[CH:18]=[C:17]([F:19])[CH:16]=[CH:15][C:14]=1B(O)O.C([O-])([O-])=O.[K+].[K+]>CC([O-])=O.CC([O-])=O.[Pd+2].C1(P(C2CCCCC2)C2C=CC=CC=2C2C(OC)=CC=C(S([O-])(=O)=O)C=2OC)CCCCC1.[Na+].O>[F:12][C:13]1[CH:18]=[C:17]([F:19])[CH:16]=[CH:15][C:14]=1[C:2]1[CH:7]=[CH:6][C:5]([S:8]([NH2:11])(=[O:10])=[O:9])=[CH:4][CH:3]=1 |f:2.3.4,5.6.7,8.9|. Procedure: The general procedure described in Example 3 was used with 4-chloro-benzenesulfonamide (192 mg, 1.00 mmol), 2,4-difluorophenylboronic acid (205 mg, 1.30 mmol), Pd(OAc)2 (2.2 mg, 0.010 mmol, 1 mol %), sodium 2-dicyclohexylphosphino-2′,6′-dimethoxybiphenyl-3′-sulfonate (10.0 mg, 0.020 mmol, 2 mol %), K2CO3 (414 mg, 3.00 mmol), water (2.0 mL), 12 h, 80° C. The product was isolated as a white solid (258 mg, 96%). Mp=143° C. 1H NMR (400 MHz, d4-MeOH) δ: 7.98 (d, 2H, J=8.4 Hz), 7.87 (d, 1H, J=8.4 Hz),... The reactants are O=C([O-])[O-], C=CCBr, CC#N, Cl, CS(=O)(=O)c1cccc(C2CCNCC2)c1F, [K+], [K+]. Product: C=CCN1CCC(c2cccc(S(C)(=O)=O)c2F)CC1. Reaction SMILES: [C:18](=[O:19])([O-:20])[O-:21].[CH2:24]([CH:25]=[CH2:26])[Br:27].[CH3:29][C:30]#[N:31].[ClH:28].[F:1][c:2]1[c:3]([CH:12]2[CH2:13][CH2:14][NH:15][CH2:16][CH2:17]2)[cH:4][cH:5][cH:6][c:7]1[S:8](=[O:9])(=[O:10])[CH3:11].[K+:22].[K+:23]>>[F:1][c:2]1[c:3]([CH:12]2[CH2:13][CH2:14][N:15]([CH2:26][CH:25]=[CH2:24])[CH2:16][CH2:17]2)[cH:4][cH:5][cH:6][c:7]1[S:8](=[O:9])(=[O:10])[CH3:11].